From a dataset of the Open Reaction Database (ORD), a public repository of structured organic reaction records. describe an organic reaction: reactants, conditions, products, and yield Starting materials: CC(C)(C)N=C=O, Cc1ccccc1-c1cc2cnc(N)nc2nc1N. Yields the product Cc1ccccc1-c1cc2cnc(N)nc2nc1NC(=O)NC(C)(C)C. As a reaction SMILES: [C:20]([CH3:21])([CH3:22])([CH3:23])[N:24]=[C:25]=[O:26].[c:1]1([CH3:19])[c:2](-[c:7]2[cH:8][c:9]3[c:10]([n:11][c:12]([NH2:15])[n:13][cH:14]3)[n:16][c:17]2[NH2:18])[cH:3][cH:4][cH:5][cH:6]1>>[c:1]1([CH3:19])[c:2](-[c:7]2[cH:8][c:9]3[c:10]([n:11][c:12]([NH2:15])[n:13][cH:14]3)[n:16][c:17]2[NH:18][C:25]([NH:24][C:20]([CH3:21])([CH3:22])[CH3:23])=[O:26])[cH:3][cH:4][cH:5][cH:6]1. The reactants are C1(CCCCC1)N(C(=O)NC=1SC(=CN1)C=O)C1CCCCC1 (1,1-dicyclohexyl-3-(5-formyl-thiazol-2-yl)-urea), C(=O)(OCC)C=P(C1=CC=CC=C1)(C1=CC=CC=C1)C1=CC=CC=C1 ((carbethoxymethylene)triphenylphosphorane), C1CCOC1 (THF). Yields the product C(C)OC(C=CC1=CN=C(S1)NC(=O)N(C1CCCCC1)C1CCCCC1)=O (3-[2-(3,3-dicyclohexylureido)-thiazol-5-yl]-acrylic acid ethyl ester). The yield is 69.0%. RXN SMILES: [CH:1]1([N:7]([CH:18]2[CH2:23][CH2:22][CH2:21][CH2:20][CH2:19]2)[C:8]([NH:10][C:11]2[S:12][C:13](C=O)=[CH:14][N:15]=2)=[O:9])[CH2:6][CH2:5][CH2:4][CH2:3][CH2:2]1.[C:24]([CH:29]=P(C1C=CC=CC=1)(C1C=CC=CC=1)C1C=CC=CC=1)([O:26][CH2:27][CH3:28])=[O:25].[CH2:49]1COCC1>>[CH2:27]([O:26][C:24](=[O:25])[CH:29]=[CH:49][C:13]1[S:12][C:11]([NH:10][C:8]([N:7]([CH:18]2[CH2:19][CH2:20][CH2:21][CH2:22][CH2:23]2)[CH:1]2[CH2:2][CH2:3][CH2:4][CH2:5][CH2:6]2)=[O:9])=[N:15][CH:14]=1)[CH3:28]. Procedure: A solution of 1,1-dicyclohexyl-3-(5-formyl-thiazol-2-yl)-urea (Example 252) (90 mg, 0.27 mmol) and (carbethoxymethylene)triphenylphosphorane (102 mg, 0.30 mmol) in THF (5 mL) was stirred at 40° C. for 12 h. The reaction mixture was concentrated and the residue was purified by flash chromatography (silica, CH2Cl2-EtOAc, 4:1) to obtain 3-[2-(3,3-dicyclohexylureido)-thiazol-5-yl]-acrylic acid ethyl ester (75 mg) in 69% yield. Reactants: CC(C)(C)S(=O)NC(C)(c1cc(Br)ccc1F)C(C)(C)O, Cl, C1CCOC1. Yields the product CC(C)(O)C(C)(N)c1cc(Br)ccc1F. Reaction SMILES: [Br:1][c:2]1[cH:3][cH:4][c:5]([F:21])[c:6]([C:8]([C:9]([CH3:10])([CH3:11])[OH:12])([CH3:13])[NH:14][S:15]([C:16]([CH3:17])([CH3:18])[CH3:19])=[O:20])[cH:7]1.[ClH:22].[O:23]1[CH2:24][CH2:25][CH2:26][CH2:27]1>>[Br:1][c:2]1[cH:3][cH:4][c:5]([F:21])[c:6]([C:8]([C:9]([CH3:10])([CH3:11])[OH:12])([CH3:13])[NH2:14])[cH:7]1. Starting materials: C(C)(C)(C)OC(NC1=C(C=C(C(=C1)N1CCC1)Cl)[N+](=O)[O-])=O ((5-azetidin-1-yl-4-chloro-2-nitro-phenyl)-carbamic acid tert.-butyl ester). The reagents and catalysts are [Pt] (Pt/C). Yields the product C(C)(C)(C)OC(NC1=C(C=C(C(=C1)N1CCC1)Cl)N)=O ((2-Amino-5-azetidin-1-yl-4-chloro-phenyl)-carbamic acid tert.-butyl ester), solid. As a reaction SMILES: [C:1]([O:5][C:6](=[O:22])[NH:7][C:8]1[CH:13]=[C:12]([N:14]2[CH2:17][CH2:16][CH2:15]2)[C:11]([Cl:18])=[CH:10][C:9]=1[N+:19]([O-])=O)([CH3:4])([CH3:3])[CH3:2]>[Pt]>[C:1]([O:5][C:6](=[O:22])[NH:7][C:8]1[CH:13]=[C:12]([N:14]2[CH2:17][CH2:16][CH2:15]2)[C:11]([Cl:18])=[CH:10][C:9]=1[NH2:19])([CH3:4])([CH3:2])[CH3:3]. Procedure details: The title compound was prepared from (5-azetidin-1-yl-4-chloro-2-nitro-phenyl)-carbamic acid tert.-butyl ester (Example C14) by hydrogenation with 5% Pt/C according to the general procedure J (method a). Obtained as a white solid (3.664 g). Starting materials: N#CCBr, [H-], O=[N+]([O-])c1ccc2[nH]ccc2c1, [Na+], CN(C)C=O, O. Product: N#CCn1ccc2cc([N+](=O)[O-])ccc21. As a reaction SMILES: [Br:15][CH2:16][C:17]#[N:18].[H-:13].[N+:1](=[O:2])([O-:3])[c:4]1[cH:5][c:6]2[cH:7][cH:8][nH:9][c:10]2[cH:11][cH:12]1.[Na+:14].[O:20]=[CH:21][N:22]([CH3:23])[CH3:24].[OH2:19]>>[N+:1](=[O:2])([O-:3])[c:4]1[cH:5][c:6]2[cH:7][cH:8][n:9]([CH2:16][C:17]#[N:18])[c:10]2[cH:11][cH:12]1. Starting materials: Cl (Hydrochloric acid), [Si](C)(C)(C(C)(C)C)OC[C@@H](OC=1C=C(C(=O)NC2=NN(C=C2)C)C=C(C1)OC=1C=C2C=CN(C2=CC1)C)C (3-((1S)-2-{[tert-butyl(dimethyl)silyl]oxy}-1-methylethoxy)-5-[(1-methyl-1H-indol-5-yl)oxy]-N-(1-methyl-1H-pyrazol-3-yl)benzamide), C([O-])(O)=O.[Na+] (sodium bicarbonate). Run in CO (methanol). Reaction conditions: time 1 hour. Yields the product OC[C@@H](OC=1C=C(C(=O)NC2=NN(C=C2)C)C=C(C1)OC=1C=C2C=CN(C2=CC1)C)C (3-[(1S)-2-Hydroxy-1-methylethoxy]-5-[(1-methyl-1H-indol-5-yl)oxy]-N-(1-methyl-1H-pyrazol-3-yl)benzamide). Isolated yield 91.9%. Reaction SMILES: Cl.[Si]([O:9][CH2:10][C@H:11]([CH3:39])[O:12][C:13]1[CH:14]=[C:15]([CH:25]=[C:26]([O:28][C:29]2[CH:30]=[C:31]3[C:35](=[CH:36][CH:37]=2)[N:34]([CH3:38])[CH:33]=[CH:32]3)[CH:27]=1)[C:16]([NH:18][C:19]1[CH:23]=[CH:22][N:21]([CH3:24])[N:20]=1)=[O:17])(C(C)(C)C)(C)C.C(=O)(O)[O-].[Na+]>CO>[OH:9][CH2:10][C@H:11]([CH3:39])[O:12][C:13]1[CH:14]=[C:15]([CH:25]=[C:26]([O:28][C:29]2[CH:30]=[C:31]3[C:35](=[CH:36][CH:37]=2)[N:34]([CH3:38])[CH:33]=[CH:32]3)[CH:27]=1)[C:16]([NH:18][C:19]1[CH:23]=[CH:22][N:21]([CH3:24])[N:20]=1)=[O:17] |f:2.3|. Procedure: 10% Hydrochloric acid (0.5 mL) was added to a solution of 3-((1S)-2-{[tert-butyl(dimethyl)silyl]oxy}-1-methylethoxy)-5-[(1-methyl-1H-indol-5-yl)oxy]-N-(1-methyl-1H-pyrazol-3-yl)benzamide (120 mg, 0.22 mmol) in methanol (5 mL). The reaction was stirred at ambient temperature for 1 hour, saturated sodium bicarbonate solution added and the methanol evaporated. The aqueous residue was taken to pH 2 and extracted with ethyl acetate. The extracts were combined, washed with brine, dried (MgSO4), filter... Starting materials: BrC1=CC(=C(N)C(=C1)Cl)Cl (4-Bromo-2,6-dichloroaniline), C(C)OC=1C=C(C=CC1)B(O)O (3-ethoxyphenylboronic acid). Product: ClC=1C=C(C=C(C1N)Cl)C1=CC(=CC=C1)OCC (3,5-dichloro-3′-ethoxybiphenyl-4-amine). The yield is 88.6%. Reaction SMILES: Br[C:2]1[CH:8]=[C:7]([Cl:9])[C:5]([NH2:6])=[C:4]([Cl:10])[CH:3]=1.[CH2:11]([O:13][C:14]1[CH:15]=[C:16](B(O)O)[CH:17]=[CH:18][CH:19]=1)[CH3:12]>>[Cl:10][C:4]1[CH:3]=[C:2]([C:18]2[CH:17]=[CH:16][CH:15]=[C:14]([O:13][CH2:11][CH3:12])[CH:19]=2)[CH:8]=[C:7]([Cl:9])[C:5]=1[NH2:6]. Procedure details: The title compound (0.550 g) was prepared from 4-Bromo-2,6-dichloroaniline (0.5 g, 2.2 mmol) and 3-ethoxyphenylboronic acid (0.447 g, 2.7 mmol) as a yellow liquid which was about 70% pure as adjudged by 1H-NMR data. 1H-NMR (δ ppm, DMSO-d6, 400 MHz): 7.56 (s, 2H), 7.28 (s, 1H), 7.16-7.08 (m, 2H), 6.83 (dd, J 2, 8.1, 1H), 5.62 (s, 2H), 4.10 (q, J 7, 2H), 1.32 (t, J 7, 3H). Reactants: CN (methylamine), O=C1C2=C(N3C([C@H]4N1CCC4)=C(N=C3)C3=NN=C(O3)CN3C(C4=CC=CC=C4C3=O)=O)C=CS2 ((S)-2-[5-(8-oxo-10,11,12,12a-tetrahydro-8H-imidazo[5,1-c]pyrrolo[1,2-a]thieno[3,2-e][1,4]diazepin-1-yl)-1,3,4-oxadiazol-2-ylmethyl]-2,3-dihydro-1H-isoindole-1,3-dione). Solvent: C(C)O (ethanol). Reaction conditions: time 1 hour. The product is NCC1=NN=C(O1)C=1N=CN2C1[C@H]1N(C(C3=C2C=CS3)=O)CCC1 ((S)-1-(5-aminomethyl-1,3,4-oxadiazol-2-yl)-10,11,12,12a-tetrahydro-8H-imidazo[5,1-c]pyrrolo[1,2-a]thieno[3,2-e]-[1,4]diazepin-8-one). The yield is 67.8%. Reaction SMILES: CN.[O:3]=[C:4]1[N:10]2[CH2:11][CH2:12][CH2:13][C@H:9]2[C:8]2=[C:14]([C:17]3[O:21][C:20]([CH2:22][N:23]4C(=O)C5C(=CC=CC=5)C4=O)=[N:19][N:18]=3)[N:15]=[CH:16][N:7]2[C:6]2[CH:34]=[CH:35][S:36][C:5]1=2>C(O)C>[NH2:23][CH2:22][C:20]1[O:21][C:17]([C:14]2[N:15]=[CH:16][N:7]3[C:6]4[CH:34]=[CH:35][S:36][C:5]=4[C:4](=[O:3])[N:10]4[CH2:11][CH2:12][CH2:13][C@H:9]4[C:8]=23)=[N:18][N:19]=1. Procedure details: 30 ml of methylamine (33% in ethanol) were added dropwise at 70° to a suspension of 2.5 g (5.3 mmol) of (S)-2-[5-(8-oxo-10,11,12,12a-tetrahydro-8H-imidazo[5,1-c]pyrrolo[1,2-a]thieno[3,2-e][1,4]diazepin-1-yl)-1,3,4-oxadiazol-2-ylmethyl]-2,3-dihydro-1H-isoindole-1,3-dione in 30 ml of ethanol and the mixture was stirred at 70° for one hour. The precipitate obtained was filtered off while hot and the yellowish powder obtained was washed colourless with ethanol. There were obtained 1.23 g (68%) of (S...